This data is from the Open Reaction Database (ORD), a public repository of structured organic reaction records. The task is: describe an organic reaction: reactants, conditions, products, and yield The reactants are NC=1C=CC2=C(N(CCO2)C=2SC3=C(N2)CC(CC3=O)(C)C)C1 (2-(6-Amino-2,3-dihydrobenzo[1,4]oxazin-4-yl)-5,5-dimethyl-5,6-dihydro-4H-benzothiazol-7-one), ClC=1N=NC(=CC1)C (3-chloro-6-methylpyridazine), CCN(C(C)C)C(C)C (DIPEA), ClC=1N=NC(=CC1)C (3-chloro-6-methylpyridazine). Reaction conditions: time 20 hour. The product is CC1(CC(C2=C(N=C(S2)N2CCOC3=C2C=C(C=C3)NC=3N=NC(=CC3)C)C1)=O)C (5,5-Dimethyl-2-{6-[(6-methylpyridazin-3-yl)amino]-2,3-dihydro-4H-1,4-benzoxazin-4-yl}-5,6-dihydro-1,3-benzothiazol-7(4H)-one). Isolated yield 26.6%. RXN SMILES: [NH2:1][C:2]1[CH:3]=[CH:4][C:5]2[O:10][CH2:9][CH2:8][N:7]([C:11]3[S:12][C:13]4[C:19](=[O:20])[CH2:18][C:17]([CH3:22])([CH3:21])[CH2:16][C:14]=4[N:15]=3)[C:6]=2[CH:23]=1.Cl[C:25]1[N:26]=[N:27][C:28]([CH3:31])=[CH:29][CH:30]=1.CCN(C(C)C)C(C)C>>[CH3:22][C:17]1([CH3:21])[CH2:16][C:14]2[N:15]=[C:11]([N:7]3[C:6]4[CH:23]=[C:2]([NH:1][C:25]5[N:26]=[N:27][C:28]([CH3:31])=[CH:29][CH:30]=5)[CH:3]=[CH:4][C:5]=4[O:10][CH2:9][CH2:8]3)[S:12][C:13]=2[C:19](=[O:20])[CH2:18]1. Procedure: A mixture of Example 12 (44 mg, 0.134 mmol), 3-chloro-6-methylpyridazine (15 mg, 0.116 mmol) and DIPEA (0.5 mL, 67.0 mmol) was heated to 180° C. under microwave irradiation for 2 h. A further portion of 3-chloro-6-methylpyridazine (15 mg, 0.116 mmol) was added and heating continued for a further 20 h. The solvent was removed in vacuo and the residue purified by prep HPLC to give the title compound (13 mg, 23%) as a yellow solid. δH (CDCl3) 1.15 (6H, s), 2.42 (2H, s), 2.58 (3H, s), 2.76 (2H, s), ... The reactants are CO, CC(=O)Cl, Nc1cc(C(=O)O)ccc1O, [Na+], O, O=C([O-])O. Product: COC(=O)c1ccc(O)c(N)c1. RXN SMILES: [CH3:1][OH:2].[CH3:3][C:4](=[O:5])[Cl:6].[NH2:7][c:8]1[cH:9][c:10]([C:15]([OH:16])=[O:17])[cH:11][cH:12][c:13]1[OH:14].[Na+:18].[OH2:23].[OH:19][C:20](=[O:21])[O-:22]>>[CH3:3][O:16][C:15]([c:10]1[cH:9][c:8]([NH2:7])[c:13]([OH:14])[cH:12][cH:11]1)=[O:17]. Product: FC1=NC=CC(=C1)COC(C1=CC=CC=C1)=O (Benzoic acid 2-fluoro-pyridin-4-ylmethyl ester). RXN SMILES: Br[CH2:2][C:3]1[CH:8]=[CH:7][N:6]=[C:5]([F:9])[CH:4]=1.[C:10]([O-:18])(=[O:17])[C:11]1[CH:16]=[CH:15][CH:14]=[CH:13][CH:12]=1.[Na+].CCOCC>CN(C=O)C>[F:9][C:5]1[CH:4]=[C:3]([CH2:2][O:18][C:10](=[O:17])[C:11]2[CH:16]=[CH:15][CH:14]=[CH:13][CH:12]=2)[CH:8]=[CH:7][N:6]=1 |f:1.2|. Procedure: The mixture of 4-Bromomethyl-2-fluoro-pyridine (35) (4.85 g, 25.5 mmol) and sodium benzoate (5.51 g, 38.25 mmol) in DMF (60 ml) was stirred at room temperature for 3 hr. Ether was then added and the mixture was washed with water, dried with anhydrous magnesium sulfate, filtered, and evaporated in vacuo. The residue was purified by silica gel column chromatography (eluent, ether:hexane (1:4)) to afford 4.68 g (79%) of a colorless oil; 1H NMR (200 MHz, CDCl3) δ: 5.41 (2H, s), 7.11 (1H, m), 7.45-7.... Conditions: time 3 hour. Yield: 79.4%. Run in CN(C)C=O (DMF). Starting materials: BrCC1=CC(=NC=C1)F (4-Bromomethyl-2-fluoro-pyridine), C(C1=CC=CC=C1)(=O)[O-].[Na+] (sodium benzoate), CCOCC (Ether). The reactants are NC(=O)c1ccc(N2CCCC(NC(=O)c3ccccc3)C2)nc1Nc1ccc(N2CCN(C(=O)OCc3ccccc3)CC2)cc1, CCOC(C)=O, CCO. Product: NC(=O)c1ccc(N2CCCC(NC(=O)c3ccccc3)C2)nc1Nc1ccc(N2CCNCC2)cc1. As a reaction SMILES: [C:1]([c:2]1[cH:3][cH:4][cH:5][cH:6][cH:7]1)(=[O:8])[NH:9][CH:10]1[CH2:11][N:12]([c:16]2[cH:17][cH:18][c:19]([C:45]([NH2:46])=[O:47])[c:20]([NH:22][c:23]3[cH:24][cH:25][c:26]([N:29]4[CH2:30][CH2:31][N:32]([C:35]([O:36][CH2:37][c:38]5[cH:39][cH:40][cH:41][cH:42][cH:43]5)=[O:44])[CH2:33][CH2:34]4)[cH:27][cH:28]3)[n:21]2)[CH2:13][CH2:14][CH2:15]1.[CH3:48][CH2:49][O:50][C:51]([CH3:52])=[O:53].[CH3:54][CH2:55][OH:56]>>[C:1]([c:2]1[cH:3][cH:4][cH:5][cH:6][cH:7]1)(=[O:8])[NH:9][CH:10]1[CH2:11][N:12]([c:16]2[cH:17][cH:18][c:19]([C:45]([NH2:46])=[O:47])[c:20]([NH:22][c:23]3[cH:24][cH:25][c:26]([N:29]4[CH2:30][CH2:31][NH:32][CH2:33][CH2:34]4)[cH:27][cH:28]3)[n:21]2)[CH2:13][CH2:14][CH2:15]1. Reactants: BrBr (bromine), C(C)(=O)O (acetic acid), OC=1C=C(C(=O)O)C=CC1 (3-hydroxybenzoic acid), C(C)(=O)O (acetic acid). The solvent is S(O)(O)(=O)=O (sulfuric acid), O (water). Reaction conditions: temperature 100 celsius, time 30 minute. The product is BrC1=CC(=C(C(=O)O)C=C1)O (4-bromo-2-hydroxy-benzoic acid). Isolated yield 100.0%. As a reaction SMILES: [OH:1][C:2]1C=[C:4]([CH:8]=[CH:9][CH:10]=1)C(O)=O.[Br:11]Br.[C:13]([OH:16])(=[O:15])[CH3:14]>S(=O)(=O)(O)O.O>[Br:11][C:9]1[CH:8]=[CH:4][C:14]([C:13]([OH:16])=[O:15])=[C:2]([OH:1])[CH:10]=1. Reported procedure: To a mixture of 3-hydroxybenzoic acid (14.480 mmol, 2 g) in acetic acid (14.5 mL) and sulfuric acid (1.5 mL) at 50° C., a solution of bromine (15.204 mmol, 0.780 mL) in acetic acid (7.2 mL) was added and stirred 30 minutes at 100° C. The reaction was allowed to cool to RT and diluted with water. The aqueous layer was extracted with ethyl acetate, washed with water and brine, dried (MgSO4), filtered, and concentrated under reduced pressure to give the 4-bromo-2-hydroxy-benzoic acid. Yield: 100%. Starting materials: COc1ccc(F)c(F)c1C(=O)c1cnc(NC2CCN(S(=O)(=O)CCCCl)CC2)nc1N, CCC(N)CO. Yields the product CCC(CO)NCCCS(=O)(=O)N1CCC(Nc2ncc(C(=O)c3c(OC)ccc(F)c3F)c(N)n2)CC1. Reaction SMILES: [NH2:1][c:2]1[n:3][c:4]([NH:20][CH:21]2[CH2:22][CH2:23][N:24]([S:27](=[O:28])(=[O:29])[CH2:30][CH2:31][CH2:32][Cl:33])[CH2:25][CH2:26]2)[n:5][cH:6][c:7]1[C:8](=[O:9])[c:10]1[c:11]([F:19])[c:12]([F:18])[cH:13][cH:14][c:15]1[O:16][CH3:17].[NH2:34][CH:35]([CH2:36][OH:37])[CH2:38][CH3:39]>>[NH2:1][c:2]1[n:3][c:4]([NH:20][CH:21]2[CH2:22][CH2:23][N:24]([S:27](=[O:28])(=[O:29])[CH2:30][CH2:31][CH2:32][NH:34][CH:35]([CH2:36][OH:37])[CH2:38][CH3:39])[CH2:25][CH2:26]2)[n:5][cH:6][c:7]1[C:8](=[O:9])[c:10]1[c:11]([F:19])[c:12]([F:18])[cH:13][cH:14][c:15]1[O:16][CH3:17]. Starting materials: CCOCC, ClCCl, CC(C)(C)OC(=O)NCCCc1nc2c(OCc3ccc(CNC(=O)C(F)(F)F)cc3)nc(N)nc2[nH]1, O=C(O)C(F)(F)F. Product: NCCCc1nc2c(OCc3ccc(CNC(=O)C(F)(F)F)cc3)nc(N)nc2[nH]1. Reaction SMILES: [CH3:45][CH2:46][O:47][CH2:48][CH3:49].[Cl:50][CH2:51][Cl:52].[NH2:1][c:2]1[n:3][c:4]([O:22][CH2:23][c:24]2[cH:25][cH:26][c:27]([CH2:28][NH:29][C:30]([C:31]([F:32])([F:33])[F:34])=[O:35])[cH:36][cH:37]2)[c:5]2[n:6][c:7]([CH2:11][CH2:12][CH2:13][NH:14][C:15]([O:16][C:17]([CH3:18])([CH3:19])[CH3:20])=[O:21])[nH:8][c:9]2[n:10]1.[OH:38][C:39]([C:40]([F:41])([F:42])[F:43])=[O:44]>>[NH2:1][c:2]1[n:3][c:4]([O:22][CH2:23][c:24]2[cH:25][cH:26][c:27]([CH2:28][NH:29][C:30]([C:31]([F:32])([F:33])[F:34])=[O:35])[cH:36][cH:37]2)[c:5]2[n:6][c:7]([CH2:11][CH2:12][CH2:13][NH2:14])[nH:8][c:9]2[n:10]1. Reactants: ClC=1C(=C(C=CC1C#N)N[C@@H](C(=O)NNC(C1=CC=C(C=C1)S(=O)(=O)C)=O)[C@H](C)O)C (N′-((2R,3S)-2-(3-chloro-4-cyano-2-methylphenyl-amino)-3-hydroxybutanoyl)-4-(methylsulphonyl)benzohydrazide), C(C)(C)(C)N=P1(N(CCCN1C)C)N(CC)CC (2-tert-butylimino-2-diethylamino-1,3-dimethylperhydro-1,3,2-diazaphosphorine), S(=O)(=O)(C1=CC=C(C)C=C1)Cl (tosyl chloride), polystyrene, CCN(CC)P1(=NC(C)(C)C)N(CCCN1C)C (BEMP). The solvent is C1CCOC1 (THF). Run at time 16 hour. Product: ClC1=C(C#N)C=CC(=C1C)N[C@H]([C@H](C)O)C=1OC(=NN1)C1=CC=C(C=C1)S(=O)(=O)C (2-chloro-4-((1R,2S)-2-hydroxy-1-(5-(4-(methylsulfonyl)phenyl)-1,3,4-oxadiazol-2-yl)propylamino)-3-methylbenzonitrile). Yield: 23.0%. Reaction SMILES: [Cl:1][C:2]1[C:3]([CH3:31])=[C:4]([NH:10][C@H:11]([C@@H:28]([OH:30])[CH3:29])[C:12]([NH:14][NH:15][C:16](=O)[C:17]2[CH:22]=[CH:21][C:20]([S:23]([CH3:26])(=[O:25])=[O:24])=[CH:19][CH:18]=2)=[O:13])[CH:5]=[CH:6][C:7]=1[C:8]#[N:9].S(Cl)(C1C=CC(C)=CC=1)(=O)=O.C(N=P1(N(CC)CC)N(C)CCCN1C)(C)(C)C>C1COCC1>[Cl:1][C:2]1[C:3]([CH3:31])=[C:4]([NH:10][C@@H:11]([C:12]2[O:13][C:16]([C:17]3[CH:18]=[CH:19][C:20]([S:23]([CH3:26])(=[O:24])=[O:25])=[CH:21][CH:22]=3)=[N:15][N:14]=2)[C@@H:28]([OH:30])[CH3:29])[CH:5]=[CH:6][C:7]=1[C:8]#[N:9]. Reported procedure: To a 500 mL, round-bottomed flask equipped with a magnetic stir bar and septum was added N′-((2R,3S)-2-(3-chloro-4-cyano-2-methylphenyl-amino)-3-hydroxybutanoyl)-4-(methylsulphonyl)benzohydrazide (1.12 mg, 2.4 mmol) followed by a addition of anhydrous THF (250 mL) under an atmosphere of nitrogen. To this was then added tosyl chloride (461 mg, 2.4 mmol) followed by addition of polystyrene bound (2-tert-butylimino-2-diethylamino-1,3-dimethylperhydro-1,3,2-diazaphosphorine (PS-BEMP) (2.2 mmol/g loa...